From a dataset of the Open Reaction Database (ORD), a public repository of structured organic reaction records. describe an organic reaction: reactants, conditions, products, and yield The reactants are N[C@@H]1C=C[C@](C1)(CC)C(=O)N1[C@@H]2CN([C@H](C1)C2)C(=O)OC(C)(C)C (tert-butyl (1S,4S)-5-{[(1R,4S)-4-amino-1-ethylcyclopent-2-en-1-yl]carbonyl}-2,5-diazabicyclo[2.2.1]heptane-2-carboxylate), [H][H] (hydrogen). Reagents/catalysts: [Pd] (palladium on carbon). Solvent: CO (methanol). Product: N[C@H]1C[C@@](CC1)(CC)C(=O)N1[C@@H]2CN([C@H](C1)C2)C(=O)OC(C)(C)C (tert-butyl (1S,4S)-5-{[(1S,3R)-3-amino-1-ethylcyclopentyl]carbonyl}-2,5-diazabicyclo[2.2.1]heptane-2-carboxylate). RXN SMILES: [NH2:1][C@H:2]1[CH2:6][C@:5]([C:9]([N:11]2[CH2:16][C@@H:15]3[CH2:17][C@H:12]2[CH2:13][N:14]3[C:18]([O:20][C:21]([CH3:24])([CH3:23])[CH3:22])=[O:19])=[O:10])([CH2:7][CH3:8])[CH:4]=[CH:3]1.[H][H]>[Pd].CO>[NH2:1][C@@H:2]1[CH2:3][CH2:4][C@@:5]([C:9]([N:11]2[CH2:16][C@@H:15]3[CH2:17][C@H:12]2[CH2:13][N:14]3[C:18]([O:20][C:21]([CH3:22])([CH3:24])[CH3:23])=[O:19])=[O:10])([CH2:7][CH3:8])[CH2:6]1. Reported procedure: A mixture of tert-butyl (1S,4S)-5-{[(1R,4S)-4-amino-1-ethylcyclopent-2-en-1-yl]carbonyl}-2,5-diazabicyclo[2.2.1]heptane-2-carboxylate (2.12 g, 6.32 mmol) and 5% palladium on carbon in methanol (35 ml) was stirred at room temperature under 48 psi of hydrogen for 21 hours. The reaction was filtered through celite and the filter cake washed with methanol. The filtrate and washings were concentrated under reduced pressure to give tert-butyl (1S,4S)-5-{[(1S,3R)-3-amino-1-ethylcyclopentyl]carbonyl}-2,... The reactants are [Cl-].[NH4+] (ammonium chloride), C([O-])([O-])=O.[K+].[K+] (potassium carbonate), FC1=CC=C(C#N)C=C1 (4-fluorobenzonitrile), C1(CCCCC1)NC1=C(C=C2C(C(=CN(C2=C1)C1CCCC1)O)=O)F (7-(cyclohexylamino)-1-cyclopentyl-6-fluoro-3-hydroxyquinolin-4(1H)-one). The solvent is CN(C)C=O (DMF). Conditions: temperature 80 celsius, time 8 hour. The product is C1(CCCCC1)NC1=C(C=C2C(C(=CN(C2=C1)C1CCCC1)OC1=CC=C(C#N)C=C1)=O)F (4-{[7-(cyclohexylamino)-1-cyclopentyl-6-fluoro-4-oxo-1,4-dihydroquinolin-3-yl]oxy}benzonitrile). Isolated yield 22.5%. As a reaction SMILES: C(=O)([O-])[O-].[K+].[K+].F[C:8]1[CH:15]=[CH:14][C:11]([C:12]#[N:13])=[CH:10][CH:9]=1.[CH:16]1([NH:22][C:23]2[CH:32]=[C:31]3[C:26]([C:27](=[O:39])[C:28]([OH:38])=[CH:29][N:30]3[CH:33]3[CH2:37][CH2:36][CH2:35][CH2:34]3)=[CH:25][C:24]=2[F:40])[CH2:21][CH2:20][CH2:19][CH2:18][CH2:17]1.[Cl-].[NH4+]>CN(C=O)C>[CH:16]1([NH:22][C:23]2[CH:32]=[C:31]3[C:26]([C:27](=[O:39])[C:28]([O:38][C:8]4[CH:15]=[CH:14][C:11]([C:12]#[N:13])=[CH:10][CH:9]=4)=[CH:29][N:30]3[CH:33]3[CH2:37][CH2:36][CH2:35][CH2:34]3)=[CH:25][C:24]=2[F:40])[CH2:17][CH2:18][CH2:19][CH2:20][CH2:21]1 |f:0.1.2,5.6|. Procedure: 690 mg of potassium carbonate and 363 mg of 4-fluorobenzonitrile were added to a 10 ml DMF solution of 344 mg of 7-(cyclohexylamino)-1-cyclopentyl-6-fluoro-3-hydroxyquinolin-4(1H)-one, followed by overnight stirring at 80° C. After completion of the reaction and subsequent cooling to room temperature, aqueous saturated ammonium chloride was added to the reaction mixture, followed by extraction with ethyl acetate. After drying over anhydrous sodium sulfate and subsequent evaporation under a reduc... The reactants are ClC=1C=C2C(=CNC2=CC1)C1CCNCC1 (5-chloro-3-(piperidin-4-yl)-1H-indole), BrCCCCCN1C(CCC2=CC=CC=C12)=O (1-(5-bromopentan-1-yl)-3,4-dihydroquinolin-2(1H)-one). Product: Cl.ClC=1C=C2C(=CNC2=CC1)C1CCN(CC1)CCCCCN1C(CCC2=CC=CC=C12)=O (5-Chloro-3-{1-[5-(2-oxo-3,4-dihydro-2H-quinolin-1-yl)pentan-1-yl]piperidin-4-yl}-1H-indole, hydrochloride). Reaction SMILES: [Cl:1][C:2]1[CH:3]=[C:4]2[C:8](=[CH:9][CH:10]=1)[NH:7][CH:6]=[C:5]2[CH:11]1[CH2:16][CH2:15][NH:14][CH2:13][CH2:12]1.Br[CH2:18][CH2:19][CH2:20][CH2:21][CH2:22][N:23]1[C:32]2[C:27](=[CH:28][CH:29]=[CH:30][CH:31]=2)[CH2:26][CH2:25][C:24]1=[O:33]>>[ClH:1].[Cl:1][C:2]1[CH:3]=[C:4]2[C:8](=[CH:9][CH:10]=1)[NH:7][CH:6]=[C:5]2[CH:11]1[CH2:16][CH2:15][N:14]([CH2:18][CH2:19][CH2:20][CH2:21][CH2:22][N:23]2[C:32]3[C:27](=[CH:28][CH:29]=[CH:30][CH:31]=3)[CH2:26][CH2:25][C:24]2=[O:33])[CH2:13][CH2:12]1 |f:2.3|. Procedure details: from 5-chloro-3-(piperidin-4-yl)-1H-indole and 1-(5-bromopentan-1-yl)-3,4-dihydroquinolin-2(1H)-one. Mp 206-209° C. 1H NMR (DMSO-d6): 1.30-1.40 (m, 2H); 1.55-1.65 (m, 2H); 1.70-1.80 (m, 2H); 2.00-2.15 (m, 4H); 2.55 (t, 2H); 2.85 (t, 2H); 2.95-3.10 (m, 4H); 3.10-3.25 (m, 1H); 3.55 (d, 2H); 3.90 (t, 2H); 7.00 (t, 1H); 7.05 (d, 1H); 7.15 (d, 1H); 7.20-7.30 (m, 3H); 7.40 (d, 1H); 7.75 (s, 1H); 11.20 (broad s, 1H); 11.15 (s, 1H). MS m/z: 450 (MH+), 299. The reactants are CC1(C)C(=O)Oc2ccc3cc(C#N)c(Cn4cncn4)cc3c21, N, O=S(=O)(O)O. The product is CC1(C)C(=O)Oc2ccc3cc(C(N)=O)c(Cn4cncn4)cc3c21. RXN SMILES: [CH3:1][C:2]1([CH3:24])[c:3]2[c:4]([cH:8][cH:9][c:10]3[cH:11][c:12]([C:22]#[N:23])[c:13]([CH2:16][n:17]4[n:18][cH:19][n:20][cH:21]4)[cH:14][c:15]23)[O:5][C:6]1=[O:7].[NH3:30].[S:25]([OH:26])(=[O:27])(=[O:28])[OH:29]>>[CH3:1][C:2]1([CH3:24])[c:3]2[c:4]([cH:8][cH:9][c:10]3[cH:11][c:12]([C:22]([NH2:23])=[O:26])[c:13]([CH2:16][n:17]4[n:18][cH:19][n:20][cH:21]4)[cH:14][c:15]23)[O:5][C:6]1=[O:7]. Starting materials: C1CCOC1, COC(=O)C(Cc1ccccc1)NC(=O)c1ccc(OCc2c(-c3ccccc3)noc2C)nc1, CO, Cl, [Li+], [OH-], O, O. The product is Cc1onc(-c2ccccc2)c1COc1ccc(C(=O)NC(Cc2ccccc2)C(=O)O)cn1. As a reaction SMILES: [CH2:40]1[O:41][CH2:42][CH2:43][CH2:44]1.[CH3:1][O:2][C:3]([CH:4]([CH2:5][c:6]1[cH:7][cH:8][cH:9][cH:10][cH:11]1)[NH:12][C:13](=[O:14])[c:15]1[cH:16][n:17][c:18]([O:21][CH2:22][c:23]2[c:24](-[c:29]3[cH:30][cH:31][cH:32][cH:33][cH:34]3)[n:25][o:26][c:27]2[CH3:28])[cH:19][cH:20]1)=[O:35].[CH3:45][OH:46].[ClH:39].[Li+:38].[OH-:37].[OH2:36].[OH2:47]>>[O:2]=[C:3]([CH:4]([CH2:5][c:6]1[cH:7][cH:8][cH:9][cH:10][cH:11]1)[NH:12][C:13](=[O:14])[c:15]1[cH:16][n:17][c:18]([O:21][CH2:22][c:23]2[c:24](-[c:29]3[cH:30][cH:31][cH:32][cH:33][cH:34]3)[n:25][o:26][c:27]2[CH3:28])[cH:19][cH:20]1)[OH:35]. The reactants are CN(C)C(=O)OC=1C=CC=C(C1)[N+](C)(C)C (neostigmine), CN1[C@@H]2CC[C@H]1C[C@H](C2)OC(=O)C(CO)C=3C=CC=CC3 (atropine). Product: CC[N+](C)(C)C=1C=CC=C(C1)O (edrophonium), CN1[C@@H]2CC[C@H]1C[C@H](C2)OC(=O)C(CO)C=3C=CC=CC3 (atropine). As a reaction SMILES: CN(C([O:6][C:7]1[CH:8]=[CH:9][CH:10]=[C:11]([N+:13]([CH3:16])([CH3:15])[CH3:14])[CH:12]=1)=O)C.[CH3:17][N:18]1[C@@H:22]2[CH2:23][C@@H:24]([O:26][C:27]([CH:29]([C:32]3[CH:33]=[CH:34][CH:35]=[CH:36][CH:37]=3)[CH2:30][OH:31])=[O:28])[CH2:25][C@H:19]1[CH2:20][CH2:21]2>>[CH3:17][CH2:14][N+:13]([C:11]1[CH:10]=[CH:9][CH:8]=[C:7]([OH:6])[CH:12]=1)([CH3:16])[CH3:15].[CH3:17][N:18]1[C@@H:22]2[CH2:23][C@@H:24]([O:26][C:27]([CH:29]([C:32]3[CH:33]=[CH:34][CH:35]=[CH:36][CH:37]=3)[CH2:30][OH:31])=[O:28])[CH2:25][C@H:19]1[CH2:20][CH2:21]2. Procedure: Compared to neostigmine (0.043 mg/kg) and atropine (15 mg/kg), the simultaneous administration of edrophonium (0.5 mg/kg) and atropine (74 g/kg) resulted in minimal changes in heart rate or MAP. Starting materials: BrC1=CC=C(C=C1)/C(=C(/C(=O)OCC)\C)/C ((E)-Ethyl 3-(4-bromophenyl)-2-methyl-but-2-enoate), CC(C)C[AlH]CC(C)C (DIBAL-H). The product is BrC1=CC=C(C=C1)/C(=C(/CO)\C)/C ((E)-3-(4-bromophenyl)-2-methyl-but-2-en-1-ol). RXN SMILES: [Br:1][C:2]1[CH:7]=[CH:6][C:5](/[C:8](/[CH3:16])=[C:9](\[CH3:15])/[C:10](OCC)=[O:11])=[CH:4][CH:3]=1.CC(C[AlH]CC(C)C)C>>[Br:1][C:2]1[CH:3]=[CH:4][C:5](/[C:8](/[CH3:16])=[C:9](\[CH3:15])/[CH2:10][OH:11])=[CH:6][CH:7]=1. Procedure details: (E)-Ethyl 3-(4-bromophenyl)-2-methyl-but-2-enoate (2.83 g, 9.99 mmol) was reduced with DIBAL-H by a procedure analogous to that described in example 52b to give (E)-3-(4-bromophenyl)-2-methyl-but-2-en-1-ol as a colourless oil; 1.82 g (75%). The reactants are mixture, [OH-].[Na+] (NaOH), O (H2O), (2S)-1-chloro-2-hydroxy-3-N-mesylisopropylaminopropane, C(C1=CC=CC=C1)OC1=CC=C(C=C1)O (p-benzyloxyphenol), [OH-].[Na+] (NaOH). The solvent is CS(=O)C (DMSO). Product: C(C1=CC=CC=C1)OC1=C(C=CC=C1)O (benzyloxyphenol). RXN SMILES: [CH2:1]([O:8][C:9]1[CH:14]=[CH:13][C:12](O)=[CH:11][CH:10]=1)[C:2]1[CH:7]=[CH:6][CH:5]=[CH:4][CH:3]=1.[OH-:16].[Na+].O>CS(C)=O>[CH2:1]([O:8][C:9]1[CH:14]=[CH:13][CH:12]=[CH:11][C:10]=1[OH:16])[C:2]1[CH:7]=[CH:6][CH:5]=[CH:4][CH:3]=1 |f:1.2|. Reported procedure: A solution of 8.3 g (36.1 mmol) of (2S)-1-chloro-2-hydroxy-3-N-mesylisopropylaminopropane and 8.69 g (43.4 mmol) of p-benzyloxyphenol in 75 ml DMSO was treated with 10.86 ml 4 N NaOH (43.4 mmol) and the mixture was heated at 100° for 5 hours. To the cooled reaction mixture 40 ml 1 N NaOH and 60 ml H2O were added with stirring and the resulting solid was collected by filtration and was washed well with H2O. The dried crude product was recrystallized from EtOAc-hexane to yield the end product as w... Run at time 3 day. RXN SMILES: CN(C)C=O.C(OC(=O)C)(=O)C.[N:13]([CH2:22][C:23]([OH:25])=[O:24])([CH2:18][C:19]([OH:21])=O)[CH2:14][C:15]([OH:17])=[O:16]>N1C=CC=CC=1>[O:24]=[C:23]1[O:25][C:19](=[O:21])[CH2:18][N:13]([CH2:14][C:15]([OH:17])=[O:16])[CH2:22]1. Reactants: CN(C=O)C (dimethylformamide), C(C)(=O)OC(C)=O (acetic anhydride), N(CC(=O)O)(CC(=O)O)CC(=O)O (nitrilotriacetic acid). Procedure details: A round bottom flask is charged with dimethylformamide 72 g, acetic anhydride 25 g, pyridine 2 g, and nitrilotriacetic acid 38.2 g and the suspension is nitrogen purged for several minutes. The flask is stoppered and the mixture is stirred at room temperature for 3 days. A small amount of unreacted NTA is filtered out. The bulk of the solvent 79 ml is removed in vacuo at a bath temperature of 60°-70° C. The resulting viscous solution is twice roto-vacued after two successive additions of 40 ml d... Product: O=C1CN(CC(O1)=O)CC(=O)O (2,6-diketo-N-carboxymethyl morpholine). Run in N1=CC=CC=C1 (pyridine). Starting materials: ClC=1C=CC(=NC1)O (5-Chloro-2-pyridinol), IC1=CC=C(CO)C=C1 (4-iodobenzyl-alcohol), C(=O)([O-])[O-].[K+].[K+] (K2CO3). The reagents and catalysts are [Cu] (Copper). Run in CCOC(=O)C (EtOAc). Product: ClC=1C=CC(N(C1)C1=CC=C(C=C1)CO)=O (5-Chloro-1-(4-hydroxymethyl-phenyl)-1H-pyridin-2-one). Reaction SMILES: [Cl:1][C:2]1[CH:3]=[CH:4][C:5]([OH:8])=[N:6][CH:7]=1.I[C:10]1[CH:17]=[CH:16][C:13]([CH2:14][OH:15])=[CH:12][CH:11]=1.C([O-])([O-])=O.[K+].[K+]>CCOC(C)=O.[Cu]>[Cl:1][C:2]1[CH:3]=[CH:4][C:5](=[O:8])[N:6]([C:10]2[CH:17]=[CH:16][C:13]([CH2:14][OH:15])=[CH:12][CH:11]=2)[CH:7]=1 |f:2.3.4|. Procedure details: 5-Chloro-2-pyridinol (0.61 g, 4.7 mmol), 4-iodobenzyl-alcohol (1.00 g, 4.27 mmol), Copper (0.27 g, 4.27 mmol) and K2CO3 (0.65 g, 4.70 mmol) were heated at 180° C. for 16 hrs. The brown reaction mixture was cooled, diluted with EtOAc and washed with saturated NaHCO3. The aqueous layer was extracted with EtOAc (2×) and the combined organic extracts were washed with brine, dried (Na2SO4) and evaporated in vacuo. The residue was chromatographed (silica gel, EtOAc as eluent) to afford the title compo...